From a dataset of the Open Reaction Database (ORD), a public repository of structured organic reaction records. describe an organic reaction: reactants, conditions, products, and yield Starting materials: C(O)([O-])=O.[Na+] (sodium hydrogencarbonate), FC1=CC=C(C=C1)CC(=O)C=1C(N(C2=NC=CC=C2C1O)C1=CC(=CC=C1)C(F)(F)F)=O (3-(4-fluorophenylacetyl)-4-hydroxy-1-(3-trifluoromethylphenyl)-1,8-naphthyridin-2(1H)-one), O.NN (hydrazine monohydrate). The solvent is CN(C)C=O (DMF). Reaction conditions: temperature 115 celsius, time 2 hour. Product: FC1=CC=C(CC2=NNC3=C2C(N(C=2N=CC=CC32)C3=CC(=CC=C3)C(F)(F)F)=O)C=C1 (3-(4-fluorobenzyl)-5-(3-trifluoromethylphenyl)-1H-pyrazolo[4,3-c][1,8]-naphthyridin-4(5H)-one), crystal. Isolated yield 90.0%. Reaction SMILES: [F:1][C:2]1[CH:7]=[CH:6][C:5]([CH2:8][C:9]([C:11]2[C:12](=[O:32])[N:13]([C:22]3[CH:27]=[CH:26][CH:25]=[C:24]([C:28]([F:31])([F:30])[F:29])[CH:23]=3)[C:14]3[C:19]([C:20]=2O)=[CH:18][CH:17]=[CH:16][N:15]=3)=O)=[CH:4][CH:3]=1.O.[NH2:34][NH2:35].C(=O)([O-])O.[Na+]>CN(C=O)C>[F:1][C:2]1[CH:3]=[CH:4][C:5]([CH2:8][C:9]2[C:11]3[C:12](=[O:32])[N:13]([C:22]4[CH:27]=[CH:26][CH:25]=[C:24]([C:28]([F:29])([F:31])[F:30])[CH:23]=4)[C:14]4[N:15]=[CH:16][CH:17]=[CH:18][C:19]=4[C:20]=3[NH:35][N:34]=2)=[CH:6][CH:7]=1 |f:1.2,3.4|. Procedure details: To a suspension of 3-(4-fluorophenylacetyl)-4-hydroxy-1-(3-trifluoromethylphenyl)-1,8-naphthyridin-2(1H)-one (604 mg, 1.4 mmol) produced in Synthesis Example 34 in DMF (5.5 mL) was added hydrazine monohydrate (purity of 80%, 220 μL), and the mixture was stirred at 110 to 120° C. for 2 hours. To the reaction solution was added a sodium hydrogencarbonate aqueous solution. The resulting precipitate was separated by filtration, washed with water, and dried to give 3-(4-fluorobenzyl)-5-(3-trifluorome... The reactants are CCOC(=O)c1cn2c3c(c(Cl)c(F)cc3c1=O)C(=O)CC2CC, CC(=O)O, Cl. The product is CCC1CC(=O)c2c(Cl)c(F)cc3c(=O)c(C(=O)O)cn1c23. RXN SMILES: [CH2:1]([CH3:2])[O:3][C:4](=[O:5])[c:6]1[cH:7][n:8]2[c:13]3[c:12]([c:19]([Cl:20])[c:18]([F:21])[cH:17][c:14]3[c:15]1=[O:16])[C:11](=[O:22])[CH2:10][CH:9]2[CH2:23][CH3:24].[CH3:26][C:27](=[O:28])[OH:29].[ClH:25]>>[O:3]=[C:4]([OH:5])[c:6]1[cH:7][n:8]2[c:13]3[c:12]([c:19]([Cl:20])[c:18]([F:21])[cH:17][c:14]3[c:15]1=[O:16])[C:11](=[O:22])[CH2:10][CH:9]2[CH2:23][CH3:24]. Starting materials: [Br-], CC(=O)N[O-], COCCO, Clc1ccc(OCCCBr)cc1, [K+], [K+], O. Product: CC(=O)NOCCCOc1ccc(Cl)cc1. RXN SMILES: [Br-:20].[C:2]([CH3:3])(=[O:4])[NH:5][O-:6].[CH3:22][O:23][CH2:24][CH2:25][OH:26].[Cl:8][c:9]1[cH:10][cH:11][c:12]([O:13][CH2:14][CH2:15][CH2:16][Br:17])[cH:18][cH:19]1.[K+:21].[K+:7].[OH2:1]>>[C:2]([CH3:3])(=[O:4])[NH:5][O:6][CH2:16][CH2:15][CH2:14][O:13][c:12]1[cH:11][cH:10][c:9]([Cl:8])[cH:19][cH:18]1. Reactants: CN(C)c1ccncc1, COc1cc2nccc(Cl)c2cc1OC, Clc1ccccc1Cl, CC(=O)c1cc2ccccc2cc1O. Product: COc1cc2nccc(Oc3cc4ccccc4cc3C(C)=O)c2cc1OC. Reaction SMILES: [CH3:30][N:31]([c:32]1[cH:33][cH:34][n:35][cH:36][cH:37]1)[CH3:38].[Cl:15][c:16]1[cH:17][cH:18][n:19][c:20]2[cH:21][c:22]([O:28][CH3:29])[c:23]([O:26][CH3:27])[cH:24][c:25]12.[Cl:39][c:40]1[c:41]([Cl:42])[cH:43][cH:44][cH:45][cH:46]1.[OH:1][c:2]1[c:3]([C:12]([CH3:13])=[O:14])[cH:4][c:5]2[cH:6][cH:7][cH:8][cH:9][c:10]2[cH:11]1>>[O:1]([c:2]1[c:3]([C:12]([CH3:13])=[O:14])[cH:4][c:5]2[cH:6][cH:7][cH:8][cH:9][c:10]2[cH:11]1)[c:16]1[cH:17][cH:18][n:19][c:20]2[cH:21][c:22]([O:28][CH3:29])[c:23]([O:26][CH3:27])[cH:24][c:25]12. Reactants: C(Cl)(Cl)Cl (CHCl3), N(=[N+]=[N-])CC(C(CC(C)C)NC(=O)OC(C)(C)C)O (1-Azido-3-t-butyloxycarbonylamino-2-hydroxy 5-methylhexane), [H][H] (hydrogen). The reagents and catalysts are [Pd] (Pd/C). The solvent is CO (methanol). The product is Cl.NCC(C(CC(C)C)NC(=O)OC(C)(C)C)O (1-Amino 3-t-butyloxycarbonylamino 2-hydroxy-5 -methylhexane Hydrochloride). Reaction SMILES: [N:1]([CH2:4][CH:5]([OH:19])[CH:6]([NH:11][C:12]([O:14][C:15]([CH3:18])([CH3:17])[CH3:16])=[O:13])[CH2:7][CH:8]([CH3:10])[CH3:9])=[N+]=[N-].C(Cl)(Cl)[Cl:21].[H][H]>CO.[Pd]>[ClH:21].[NH2:1][CH2:4][CH:5]([OH:19])[CH:6]([NH:11][C:12]([O:14][C:15]([CH3:16])([CH3:18])[CH3:17])=[O:13])[CH2:7][CH:8]([CH3:10])[CH3:9] |f:5.6|. Procedure: The resultant compound of Example 75 (400 mg) dissolved in methanol containing added CHCl3 was hydrogenated over 10% Pd/C (40mg) with 3 atmospheres hydrogen. Filtration and evaporation gave the desired compound (305mg). Reactants: COc1ccc(CC(=O)O)cc1Br, C[Si](C)(C)C=[N+]=[N-], CC(=O)O, CO, Cc1ccccc1. Yields the product COC(=O)Cc1ccc(OC)c(Br)c1. RXN SMILES: [Br:8][c:9]1[cH:10][c:11]([CH2:17][C:18](=[O:19])[OH:20])[cH:12][cH:13][c:14]1[O:15][CH3:16].[CH3:1][Si:2]([CH:3]=[N+:4]=[N-:5])([CH3:6])[CH3:7].[CH3:21][C:22](=[O:23])[OH:24].[CH3:25][OH:26].[CH3:27][c:28]1[cH:29][cH:30][cH:31][cH:32][cH:33]1>>[Br:8][c:9]1[cH:10][c:11]([CH2:17][C:18]([O:19][CH3:21])=[O:20])[cH:12][cH:13][c:14]1[O:15][CH3:16]. The reactants are N (ammonia), C(=O)=O.CC(=O)C (dry ice acetone), ClC=1C2=C(N=CN1)N(C=C2I)C2=CC=CC=C2 (4-chloro-5-iodo-7-phenyl-7H-pyrrolo[2,3-d]pyrimidine). Solvent: O1CCOCC1 (dioxane), CC(C)O (iPrOH). Run at temperature 100 celsius. Product: IC1=CN(C=2N=CN=C(C21)N)C2=CC=CC=C2 (5-Iodo-7-phenyl-7H-pyrrolo[2,3-d]pyrimidin-4-ylamine). RXN SMILES: [NH3:1].Cl[C:3]1[C:4]2[C:11]([I:12])=[CH:10][N:9]([C:13]3[CH:18]=[CH:17][CH:16]=[CH:15][CH:14]=3)[C:5]=2[N:6]=[CH:7][N:8]=1.C(=O)=O.CC(C)=O>O1CCOCC1.CC(O)C>[I:12][C:11]1[C:4]2[C:3]([NH2:1])=[N:8][CH:7]=[N:6][C:5]=2[N:9]([C:13]2[CH:18]=[CH:17][CH:16]=[CH:15][CH:14]=2)[CH:10]=1 |f:2.3|. Procedure: Gaseous ammonia (from a lecture bottle) was condensed into a suspension of 4-chloro-5-iodo-7-phenyl-7H-pyrrolo[2,3-d]pyrimidine (30 mg, 0.084 mmol) in dioxane (2 mL) and iPrOH (2 mL) in a sealable glass tube, cooled by dry ice/acetone, until the volume increased by ≈2 mL, then the tube was sealed and heated to 100° C. overnight. The solvents were evaporated, water was added, the mixture was extracted with CH2Cl2 (3×30 mL), and the combined CH2Cl2 extracts were washed with brine, dried over MgSO4...